This data is from the Open Reaction Database (ORD), a public repository of structured organic reaction records. The task is: describe an organic reaction: reactants, conditions, products, and yield Starting materials: step-ii, FC1=C(C=CC(=C1)C=1C=C2C(=NC1)N(C=C2C=2C(=NN(C2C)CC2=CC(=CC=C2)F)C)S(=O)(=O)C2=CC=C(C)C=C2)C2=CCN(CC2)C(=O)OC(C)(C)C (tert-butyl 4-(2-fluoro-4-(3-(1-(3-fluorobenzyl)-3,5-dimethyl-1H-pyrazol-4-yl)-1-tosyl-1H-pyrrolo[2,3-b]pyridin-5-yl)phenyl)-5,6-dihydropyridine-1(2H)-carboxylate). Reagents/catalysts: [OH-].[Pd+2].[OH-] (palladium hydroxide). The solvent is [N+](=O)([O-])C=1C=C(CN2N=CC(=C2)B2OC(C(O2)(C)C)(C)C)C=CC1 (1-(3-nitrobenzyl)-4-(4,4,5,5-tetramethyl-1,3,2-dioxaborolan-2-yl)-1H-pyrazole). Product: FC1=C(C=CC(=C1)C=1C=C2C(=NC1)N(C=C2C=2C(=NN(C2C)CC2=CC(=CC=C2)F)C)S(=O)(=O)C2=CC=C(C)C=C2)C2CCN(CC2)C(=O)OC(C)(C)C (tert-butyl 4-(2-fluoro-4-(3-(1-(3-fluorobenzyl)-3,5-dimethyl-1H-pyrazol-4-yl)-1-tosyl-1H-pyrrolo[2,3-b]pyridin-5-yl)phenyl)piperidine-1-carboxylate). The yield is 79.9%. Reaction SMILES: [F:1][C:2]1[CH:7]=[C:6]([C:8]2[CH:9]=[C:10]3[C:16]([C:17]4[C:18]([CH3:31])=[N:19][N:20]([CH2:23][C:24]5[CH:29]=[CH:28][CH:27]=[C:26]([F:30])[CH:25]=5)[C:21]=4[CH3:22])=[CH:15][N:14]([S:32]([C:35]4[CH:41]=[CH:40][C:38]([CH3:39])=[CH:37][CH:36]=4)(=[O:34])=[O:33])[C:11]3=[N:12][CH:13]=2)[CH:5]=[CH:4][C:3]=1[C:42]1[CH2:47][CH2:46][N:45]([C:48]([O:50][C:51]([CH3:54])([CH3:53])[CH3:52])=[O:49])[CH2:44][CH:43]=1>[N+](C1C=C(C=CC=1)CN1C=C(B2OC(C)(C)C(C)(C)O2)C=N1)([O-])=O.[OH-].[Pd+2].[OH-]>[F:1][C:2]1[CH:7]=[C:6]([C:8]2[CH:9]=[C:10]3[C:16]([C:17]4[C:18]([CH3:31])=[N:19][N:20]([CH2:23][C:24]5[CH:29]=[CH:28][CH:27]=[C:26]([F:30])[CH:25]=5)[C:21]=4[CH3:22])=[CH:15][N:14]([S:32]([C:35]4[CH:41]=[CH:40][C:38]([CH3:39])=[CH:37][CH:36]=4)(=[O:33])=[O:34])[C:11]3=[N:12][CH:13]=2)[CH:5]=[CH:4][C:3]=1[CH:42]1[CH2:47][CH2:46][N:45]([C:48]([O:50][C:51]([CH3:54])([CH3:53])[CH3:52])=[O:49])[CH2:44][CH2:43]1 |f:2.3.4|. Reported procedure: Using similar reaction conditions as described in step-ii of example-82, tert-butyl 4-(2-fluoro-4-(3-(1-(3-fluorobenzyl)-3,5-dimethyl-1H-pyrazol-4-yl)-1-tosyl-1H-pyrrolo[2,3-b]pyridin-5-yl)phenyl)-5,6-dihydropyridine-1(2H)-carboxylate (250 mg, 0.333 mmol) was reduced with palladium hydroxide (250 mg) in ethyl acetate/ethanol 10/10 mL to afford 200 mg (80% yield) of the titled compound. MS: m/z=752.9 (M+1). Starting materials: CC(=O)c1ccccn1, CC(C)(C)OC(=O)NCCCCN, ClCCl. Yields the product CC(NCCCCNC(=O)OC(C)(C)C)c1ccccn1. RXN SMILES: [C:14]([CH3:15])(=[O:16])[c:17]1[n:18][cH:19][cH:20][cH:21][cH:22]1.[C:1]([CH3:2])([CH3:3])([CH3:4])[O:5][C:6]([NH:7][CH2:8][CH2:9][CH2:10][CH2:11][NH2:12])=[O:13].[Cl:23][CH2:24][Cl:25]>>[C:1]([CH3:2])([CH3:3])([CH3:4])[O:5][C:6]([NH:7][CH2:8][CH2:9][CH2:10][CH2:11][NH:12][CH:14]([CH3:15])[c:17]1[n:18][cH:19][cH:20][cH:21][cH:22]1)=[O:13]. The reactants are Cc1cccn2c(-c3nc(NC(C)c4ccc(C(O)CC5CCN(C(=O)OCc6ccccc6)CC5)cc4)ncc3C#N)cnc12, CO, C1CCOC1, [OH-], [OH-], [Pd+2]. The product is Cc1cccn2c(-c3nc(NC(C)c4ccc(C(O)CC5CCNCC5)cc4)ncc3C#N)cnc12. As a reaction SMILES: [CH2:1]([O:2][C:3](=[O:4])[N:11]1[CH2:12][CH2:13][CH:14]([CH2:17][CH:18]([OH:19])[c:20]2[cH:21][cH:22][c:23]([CH:26]([CH3:27])[NH:28][c:29]3[n:30][cH:31][c:32]([C:45]#[N:46])[c:33](-[c:35]4[cH:36][n:37][c:38]5[n:39]4[cH:40][cH:41][cH:42][c:43]5[CH3:44])[n:34]3)[cH:24][cH:25]2)[CH2:15][CH2:16]1)[c:5]1[cH:6][cH:7][cH:8][cH:9][cH:10]1.[CH3:52][OH:53].[O:47]1[CH2:48][CH2:49][CH2:50][CH2:51]1.[OH-:54].[OH-:56].[Pd+2:55]>>[NH:11]1[CH2:12][CH2:13][CH:14]([CH2:17][CH:18]([OH:19])[c:20]2[cH:21][cH:22][c:23]([CH:26]([CH3:27])[NH:28][c:29]3[n:30][cH:31][c:32]([C:45]#[N:46])[c:33](-[c:35]4[cH:36][n:37][c:38]5[n:39]4[cH:40][cH:41][cH:42][c:43]5[CH3:44])[n:34]3)[cH:24][cH:25]2)[CH2:15][CH2:16]1. The reactants are CCOC(=O)C(CC(F)(F)F)=P(c1ccccc1)(c1ccccc1)c1ccccc1, C1CCOC1, O=CC(F)(F)F, O. Product: CCOC(=O)C(=CC(F)(F)F)CC(F)(F)F. RXN SMILES: [CH2:1]([CH3:2])[O:3][C:4]([C:5]([CH2:6][C:7]([F:8])([F:9])[F:10])=[P:11]([c:12]1[cH:13][cH:14][cH:15][cH:16][cH:17]1)([c:18]1[cH:19][cH:20][cH:21][cH:22][cH:23]1)[c:24]1[cH:25][cH:26][cH:27][cH:28][cH:29]1)=[O:30].[CH2:38]1[O:39][CH2:40][CH2:41][CH2:42]1.[F:32][C:33]([CH:34]=[O:35])([F:36])[F:37].[OH2:31]>>[CH2:1]([CH3:2])[O:3][C:4]([C:5]([CH2:6][C:7]([F:8])([F:9])[F:10])=[CH:34][C:33]([F:32])([F:36])[F:37])=[O:30]. Starting materials: BrBr (Bromine), O[C@H]1C[C@@H]2CC[C@H]3[C@@H]4CC[C@H](C(C)=O)[C@]4(CC([C@@H]3[C@]2(C[C@@H]1OCC)C)=O)C (3α-hydroxy-2β-ethoxy-5α-pregnane-11,20-dione), O (water), C(C)(=O)Cl (acetyl chloride). Solvent: CO (methanol), CO (methanol). Reaction conditions: time 2 hour. Yields the product BrCC([C@H]1CC[C@H]2[C@@H]3CC[C@H]4C[C@@H]([C@H](C[C@]4(C)[C@H]3C(C[C@]12C)=O)OCC)O)=O (21-Bromo-2β-ethoxy-3α-hydroxy-5α-pregnane-11,20-dione). Reaction SMILES: [Br:1]Br.[OH:3][C@@H:4]1[C@@H:23]([O:24][CH2:25][CH3:26])[CH2:22][C@@:21]2([CH3:27])[C@@H:6]([CH2:7][CH2:8][C@@H:9]3[C@@H:20]2[C:19](=[O:28])[CH2:18][C@@:17]2([CH3:29])[C@H:10]3[CH2:11][CH2:12][C@@H:13]2[C:14](=[O:16])[CH3:15])[CH2:5]1.C(Cl)(=O)C.O>CO>[Br:1][CH2:15][C:14](=[O:16])[C@@H:13]1[C@:17]2([CH3:29])[C@H:10]([C@H:9]3[C@H:20]([C:19](=[O:28])[CH2:18]2)[C@:21]2([CH3:27])[C@H:6]([CH2:5][C@H:4]([OH:3])[C@@H:23]([O:24][CH2:25][CH3:26])[CH2:22]2)[CH2:7][CH2:8]3)[CH2:11][CH2:12]1. Procedure: Bromine (0.53 g.) in methanol (1.45 ml.) was added dropwise to a stirred solution of 3α-hydroxy-2β-ethoxy-5α-pregnane-11,20-dione (2.0 g) in methanol (15 ml) containing a trace of acetyl chloride at 0°. The addition took 2 hr. and the clear solution was then poured into water and collected by filtration, washed with water and dried in vacuo to give title compound. Reactants: C(C)(=S)N (thioacetamide), C1COS(=O)(=O)C1 (1,3-propane sultone). Solvent: CO (methanol). The product is SCCCS(=O)(=O)[O-].[NH4+] (ammonium 3-mercaptopropanesulfonate). RXN SMILES: [C:1]([NH2:4])(=[S:3])[CH3:2].C1[CH2:11][S:8](=[O:10])(=[O:9])[O:7]C1>CO>[SH:3][CH2:1][CH2:2][CH2:11][S:8]([O-:10])(=[O:9])=[O:7].[NH4+:4] |f:3.4|. Procedure: A solution of 50.0 grams of thioacetamide and 81.5 grams of 1,3-propane sultone in 700 ml of methanol is refluxed at atmospheric pressure for 10 minutes. The reaction mixture is then concentrated by evaporation of solvent to 200 ml, and 600 ml of anhydrous diethyl ether is added. A white precipitate is formed, is collected by filtration and then is dissolved in 350 ml of ethanol. After drying and decolorizing with 4A molecular sieves* and charcoal, addition of anhydrous diethyl ether to the filt...